From a dataset of the Open Reaction Database (ORD), a public repository of structured organic reaction records. describe an organic reaction: reactants, conditions, products, and yield The reactants are ClC(CNC(C1=C(C=CC(=C1)S(N)(=O)=O)OC)=O)CCCCl (N-(2,5-dichloropentyl)-2-methoxy-5-sulphamoyl-benzamide), ice, C1(CC1)N (cyclopropylamine). Run in O (water). The product is C1(CC1)N1C(CCC1)CNC(C1=C(C=CC(=C1)S(N)(=O)=O)OC)=O (N-(1-cyclopropyl-2-pyrrolidinylmethyl)-2-methoxy-5-sulphamoylbenzamide). Isolated yield 189.6%. Reaction SMILES: Cl[CH:2]([CH2:19][CH2:20][CH2:21]Cl)[CH2:3][NH:4][C:5](=[O:18])[C:6]1[CH:11]=[C:10]([S:12](=[O:15])(=[O:14])[NH2:13])[CH:9]=[CH:8][C:7]=1[O:16][CH3:17].[CH:23]1([NH2:26])[CH2:25][CH2:24]1>O>[CH:23]1([N:26]2[CH2:21][CH2:20][CH2:19][CH:2]2[CH2:3][NH:4][C:5](=[O:18])[C:6]2[CH:11]=[C:10]([S:12](=[O:15])(=[O:14])[NH2:13])[CH:9]=[CH:8][C:7]=2[O:16][CH3:17])[CH2:25][CH2:24]1. Reported procedure: 36.9 g (0.1 mole) of N-(2,5-dichloropentyl)-2-methoxy-5-sulphamoyl-benzamide and 57 g of cyclopropylamine are placed in 250 ml bottle. They are brought to reflux for 6 hours, left to stand for 1 night then brought back to reflux for 5 hours. The suspension obtained is poured into 300 ml of water and 50 g of ice. The white precipitate is washed with water and dried in an oven at 60° C. It melts at 163° C. and weighs 29.5 g (83.6%). It is dissolved in 2 liters of acetonitrile and filtered in the p... Starting materials: NC=1C=CC(=C(C1)[C@@]1(N=C(O[C@H]2C[C@@H]12)N)C(F)F)F ((1S,5R,6S)-5-(5-amino-2-fluorophenyl)-5-(difluoromethyl)-2-oxa-4-azabicyclo[4.1.0]hept-3-en-3-amine), C1(CCC1)C=O (cyclobutanecarbaldehyde), C(C)(=O)O[BH-](OC(C)=O)OC(C)=O.[Na+] (sodium triacetoxyborohydride), C1(CCC1)C=O (cyclobutanecarbaldehyde). The solvent is ClCCCl (1,2-dichloroethane). Run at time 3 hour. Yields the product C1(CCC1)CNC=1C=CC(=C(C1)[C@]1(N=C(O[C@@H]2C[C@H]12)N)C(F)F)F ((1R,5S,6R)-5-(5-((cyclobutylmethyl)amino)-2-fluorophenyl)-5-(difluoromethyl)-2-oxa-4-azabicyclo[4.1.0]hept-3-en-3-amine). As a reaction SMILES: [NH2:1][C:2]1[CH:3]=[CH:4][C:5]([F:19])=[C:6]([C@@:8]2([CH:16]([F:18])[F:17])[C@H:14]3[C@H:12]([CH2:13]3)[O:11][C:10]([NH2:15])=[N:9]2)[CH:7]=1.[CH:20]1([CH:24]=O)[CH2:23][CH2:22][CH2:21]1.C(O[BH-](OC(=O)C)OC(=O)C)(=O)C.[Na+]>ClCCCl>[CH:20]1([CH2:24][NH:1][C:2]2[CH:3]=[CH:4][C:5]([F:19])=[C:6]([C@:8]3([CH:16]([F:17])[F:18])[C@@H:14]4[C@@H:12]([CH2:13]4)[O:11][C:10]([NH2:15])=[N:9]3)[CH:7]=2)[CH2:23][CH2:22][CH2:21]1 |f:2.3|. Procedure: To a solution of (1R,5S,6R)-5-(5-amino-2-fluorophenyl)-5-(difluoromethyl)-2-oxa-4-azabicyclo[4.1.0]hept-3-en-3-amine (16g-B, 50 mg, 0.184 mmol) in 1,2-dichloroethane (1.2 mL) was added cyclobutanecarbaldehyde (15.51 mg, 0.184 mmol) and sodium triacetoxyborohydride (0.033 mL, 0.221 mmol). After addition, the mixture was then stirred at room temperature for 3 h. Additional cyclobutanecarbaldehyde (15.51 mg, 0.184 mmol) was added and the mixture was stirred at room temperature for additional 30 min... Product: C(CCC)N(C(=O)NCCCCCC)C=1OC=C(N1)C (1-Butyl-3-hexyl-1-(4-methyl-2-oxazolyl)urea). The solvent is C1=CC=CC=C1 (benzene). As a reaction SMILES: [CH2:1]([NH:5][C:6]1[O:7][CH:8]=[C:9]([CH3:11])[N:10]=1)[CH2:2][CH2:3][CH3:4].[CH2:12]([N:18]=[C:19]=[O:20])[CH2:13][CH2:14][CH2:15][CH2:16][CH3:17]>C1C=CC=CC=1>[CH2:1]([N:5]([C:6]1[O:7][CH:8]=[C:9]([CH3:11])[N:10]=1)[C:19]([NH:18][CH2:12][CH2:13][CH2:14][CH2:15][CH2:16][CH3:17])=[O:20])[CH2:2][CH2:3][CH3:4]. Procedure: A solution of 2-butylamino-4-methyloxazole (10.0 g, 0.065 mol) and hexyl isocyanate (8.25 g, 0.065 mol) in dry benzene was heated under reflux for 3 hours. The solution was evaporated and the residual oil dissolved in ether, washed with dilute HCl, dried and re-evaporated. The residue was dissolved in petroleum spirit (40°-60° C.) carbon treated and re-evaporated under vacuum to give the pure product as a pale oil. Starting materials: C(CCC)NC=1OC=C(N1)C (2-butylamino-4-methyloxazole), C(CCCCC)N=C=O (hexyl isocyanate). Reactants: CO, O=C(O)C#Cc1ccc(Cl)cc1Cl, ClCCl, Nc1ccc2oc(CCN3CCCC3)nc2c1, N. Product: O=C(C#Cc1ccc(Cl)cc1Cl)Nc1ccc2oc(CCN3CCCC3)nc2c1. RXN SMILES: [CH3:32][OH:33].[Cl:18][c:19]1[c:20]([C:26]#[C:27][C:28](=[O:29])[OH:30])[cH:21][cH:22][c:23]([Cl:25])[cH:24]1.[Cl:34][CH2:35][Cl:36].[NH2:1][c:2]1[cH:3][cH:4][c:5]2[c:6]([n:7][c:8]([CH2:10][CH2:11][N:12]3[CH2:13][CH2:14][CH2:15][CH2:16]3)[o:9]2)[cH:17]1.[NH3:31]>>[NH:1]([c:2]1[cH:3][cH:4][c:5]2[c:6]([n:7][c:8]([CH2:10][CH2:11][N:12]3[CH2:13][CH2:14][CH2:15][CH2:16]3)[o:9]2)[cH:17]1)[C:28]([C:27]#[C:26][c:20]1[c:19]([Cl:18])[cH:24][c:23]([Cl:25])[cH:22][cH:21]1)=[O:29]. Starting materials: CC(C)(C)N=C=S, CCO, Cl, CCOC(=O)C(N)CCCNC(=O)OCc1ccccc1. The product is CCOC(=O)C(CCCNC(=O)OCc1ccccc1)NC(=S)NC(C)(C)C. RXN SMILES: [C:1]([CH3:2])([CH3:3])([CH3:4])[N:5]=[C:6]=[S:7].[CH3:30][CH2:31][OH:32].[ClH:8].[NH2:9][CH:10]([C:11](=[O:12])[O:13][CH2:14][CH3:15])[CH2:16][CH2:17][CH2:18][NH:19][C:20](=[O:21])[O:22][CH2:23][c:24]1[cH:25][cH:26][cH:27][cH:28][cH:29]1>>[C:1]([CH3:2])([CH3:3])([CH3:4])[NH:5][C:6](=[S:7])[NH:9][CH:10]([C:11](=[O:12])[O:13][CH2:14][CH3:15])[CH2:16][CH2:17][CH2:18][NH:19][C:20](=[O:21])[O:22][CH2:23][c:24]1[cH:25][cH:26][cH:27][cH:28][cH:29]1. The reactants are O=c1cc(Oc2ccccc2)ccn1CCc1ccc(CBr)cc1, CC(=O)NC1CCNCC1, CN(C)C=O. Product: CC(=O)NC1CCN(Cc2ccc(CCn3ccc(Oc4ccccc4)cc3=O)cc2)CC1. As a reaction SMILES: [Br:1][CH2:2][c:3]1[cH:4][cH:5][c:6]([CH2:9][CH2:10][n:11]2[c:12](=[O:24])[cH:13][c:14]([O:17][c:18]3[cH:19][cH:20][cH:21][cH:22][cH:23]3)[cH:15][cH:16]2)[cH:7][cH:8]1.[NH:25]1[CH2:26][CH2:27][CH:28]([NH:31][C:32]([CH3:33])=[O:34])[CH2:29][CH2:30]1.[O:35]=[CH:36][N:37]([CH3:38])[CH3:39]>>[CH2:2]([c:3]1[cH:4][cH:5][c:6]([CH2:9][CH2:10][n:11]2[c:12](=[O:24])[cH:13][c:14]([O:17][c:18]3[cH:19][cH:20][cH:21][cH:22][cH:23]3)[cH:15][cH:16]2)[cH:7][cH:8]1)[N:25]1[CH2:26][CH2:27][CH:28]([NH:31][C:32]([CH3:33])=[O:34])[CH2:29][CH2:30]1. Starting materials: O.NN (hydrazine monohydrate), OC1=C(C(N(C2=NC=CC=C12)C1=CC=CC=C1)=O)C(CC1=CC=C(C=C1)F)=O (4-hydroxy-3-[1-oxo-2-(4-fluorophenyl)ethyl]-1-phenyl-1,8-naphthyridin-2 (1H)-one), O (water). The solvent is CN(C)C=O (DMF). Reaction conditions: temperature 130 celsius, time 2 hour. The product is FC1=CC=C(CC2=NNC3=C2C(N(C=2N=CC=CC32)C3=CC=CC=C3)=O)C=C1 (3-(4-fluorobenzyl)-5-phenyl-1H-pyrazolo[4,3-c][1,8]naphthyridin-4 (5H)-one). Isolated yield 98.5%. RXN SMILES: O[C:2]1[C:11]2[C:6](=[N:7][CH:8]=[CH:9][CH:10]=2)[N:5]([C:12]2[CH:17]=[CH:16][CH:15]=[CH:14][CH:13]=2)[C:4](=[O:18])[C:3]=1[C:19](=O)[CH2:20][C:21]1[CH:26]=[CH:25][C:24]([F:27])=[CH:23][CH:22]=1.O.[NH2:30][NH2:31].O>CN(C=O)C>[F:27][C:24]1[CH:25]=[CH:26][C:21]([CH2:20][C:19]2[C:3]3[C:4](=[O:18])[N:5]([C:12]4[CH:17]=[CH:16][CH:15]=[CH:14][CH:13]=4)[C:6]4[N:7]=[CH:8][CH:9]=[CH:10][C:11]=4[C:2]=3[NH:31][N:30]=2)=[CH:22][CH:23]=1 |f:1.2|. Procedure: To a suspension of 4-hydroxy-3-[1-oxo-2-(4-fluorophenyl)ethyl]-1-phenyl-1,8-naphthyridin-2 (1H)-one (3.2 g, 8.5 mmol, prepared in Synthetic Example 27) in DMF (50 ml) was added hydrazine monohydrate (80%, 1.2 ml, 30 mmol, 3.5 eq.), and the mixture was then stirred at 130° C. for 2 hours. The reaction mixture was admixed with water to precipitate crystals, allowed to stand until it was cooled, filtered off, washed with water, and dried to give 3-(4-fluorobenzyl)-5-phenyl-1H-pyrazolo[4,3-c][1,8]na... Starting materials: BrC1=CC2=C(NC(=N2)[C@@H]2CCCN3N2C([C@H](CCC3=O)NC(OC)=O)=O)C=C1 (methyl (4S,7S)-4-(5-bromo-1H-benzo[d]imidazol-2-yl)-6,10-dioxooctahydro-1H-pyridazino[1,2-a][1,2]diazepin-7-ylcarbamate), CC([C@@H](C(N1[C@@H](CCC1)C=1NC=C(N1)C1=CC=C(C=C1)B1OC(C(O1)(C)C)(C)C)=O)NC(OC)=O)C (methyl (S)-3-methyl-1-oxo-1-((S)-2-(4-(4-(4,4,5,5-tetramethyl-1,3,2-dioxaborolan-2-yl)phenyl)-1H-imidazol-2-yl)pyrrolidin-1-yl)butan-2-ylcarbamate), C([O-])(O)=O.[Na+] (sodium bicarbonate). Reagents/catalysts: Cl[Pd]Cl.C1(=CC=CC=C1)P([C-]1C=CC=C1)C1=CC=CC=C1.[C-]1(C=CC=C1)P(C1=CC=CC=C1)C1=CC=CC=C1.[Fe+2] ([1,1′-bis(diphenylphosphino)ferrocene]-dichloropalladium (II)). Solvent: COCCOC (1,2-Dimethoxyethane). Yields the product COC(N[C@@H]1C(N2N(C(CC1)=O)CCC[C@H]2C2=NC1=C(N2)C=CC(=C1)C1=CC=C(C=C1)C=1NC(=NC1)[C@H]1N(CCC1)C([C@H](C(C)C)NC(=O)OC)=O)=O)=O ({(4S,7S)-4-[5-(4-{2-[(S)-1-((S)-2-Methoxycarbonylamino-3-methyl-butyryl)-pyrrolidin-2-yl]-3H-imidazol-4-yl}-phenyl)-1H-benzoimidazol-2-yl]-6,10-dioxo-octahydro-pyridazino[1,2-a][1,2]diazepin-7-yl}-carbamic acid methyl ester). Reaction SMILES: Br[C:2]1[CH:28]=[CH:27][C:5]2[NH:6][C:7]([C@H:9]3[N:14]4[C:15](=[O:26])[C@@H:16]([NH:21][C:22](=[O:25])[O:23][CH3:24])[CH2:17][CH2:18][C:19](=[O:20])[N:13]4[CH2:12][CH2:11][CH2:10]3)=[N:8][C:4]=2[CH:3]=1.[CH3:29][CH:30]([CH3:64])[C@H:31]([NH:59][C:60](=[O:63])[O:61][CH3:62])[C:32](=[O:58])[N:33]1[CH2:37][CH2:36][CH2:35][C@H:34]1[C:38]1[NH:39][CH:40]=[C:41]([C:43]2[CH:48]=[CH:47][C:46](B3OC(C)(C)C(C)(C)O3)=[CH:45][CH:44]=2)[N:42]=1.C(=O)(O)[O-].[Na+]>COCCOC.Cl[Pd]Cl.C1(P(C2C=CC=CC=2)[C-]2C=CC=C2)C=CC=CC=1.[C-]1(P(C2C=CC=CC=2)C2C=CC=CC=2)C=CC=C1.[Fe+2]>[CH3:24][O:23][C:22](=[O:25])[NH:21][C@H:16]1[CH2:17][CH2:18][C:19](=[O:20])[N:13]2[CH2:12][CH2:11][CH2:10][C@@H:9]([C:7]3[NH:8][C:4]4[CH:3]=[CH:2][C:28]([C:46]5[CH:45]=[CH:44][C:43]([C:41]6[NH:42][C:38]([C@@H:34]7[CH2:35][CH2:36][CH2:37][N:33]7[C:32](=[O:58])[C@@H:31]([NH:59][C:60]([O:61][CH3:62])=[O:63])[CH:30]([CH3:64])[CH3:29])=[N:39][CH:40]=6)=[CH:48][CH:47]=5)=[CH:27][C:5]=4[N:6]=3)[N:14]2[C:15]1=[O:26] |f:2.3,5.6.7.8|. Procedure: A solution of methyl (4S,7S)-4-(5-bromo-1H-benzo[d]imidazol-2-yl)-6,10-dioxooctahydro-1H-pyridazino[1,2-a][1,2]diazepin-7-ylcarbamate (190 mg, 405 μmol), methyl (S)-3-methyl-1-oxo-1-((S)-2-(4-(4-(4,4,5,5-tetramethyl-1,3,2-dioxaborolan-2-yl)phenyl)-1H-imidazol-2-yl)pyrrolidin-1-yl)butan-2-ylcarbamate (223 mg, 405 μmol), in 1,2-Dimethoxyethane (6 ml) was treated with sodium bicarbonate (103 mg, 1.22 mmol). The mixture was de-oxygenated by bubbling argon for 15 min. Then, [1,1′-bis(diphenylphosphin...